Dataset: the Open Reaction Database (ORD), a public repository of structured organic reaction records. Task: describe an organic reaction: reactants, conditions, products, and yield Conditions: time 2 hour. The solvent is O1CCCC1 (tetrahydrofuran). Reported procedure: To a solution of 3-methoxy-4-[(5-methyl-2-phenyl-1,3-thiazol-4-yl)methoxy]benzaldehyde (1.15 g) in tetrahydrofuran (10 mL)-ethanol (10 mL) was gradually added sodium borohydride (0.13 g) at room temperature. After stirring the reaction mixture for 2 hrs, water was added, and the precipitated crystals were collected by filtration to give {3-methoxy-4-[(5-methyl-2-phenyl-1,3-thiazol-4-yl)methoxy]phenyl}methanol as colorless crystals (1.05 g, yield 91%). Recrystallization from ethyl acetate-hexane ... Reaction SMILES: [CH3:1][O:2][C:3]1[CH:4]=[C:5]([CH:8]=[CH:9][C:10]=1[O:11][CH2:12][C:13]1[N:14]=[C:15]([C:19]2[CH:24]=[CH:23][CH:22]=[CH:21][CH:20]=2)[S:16][C:17]=1[CH3:18])[CH:6]=[O:7].C(O)C.[BH4-].[Na+].O>O1CCCC1>[CH3:1][O:2][C:3]1[CH:4]=[C:5]([CH2:6][OH:7])[CH:8]=[CH:9][C:10]=1[O:11][CH2:12][C:13]1[N:14]=[C:15]([C:19]2[CH:24]=[CH:23][CH:22]=[CH:21][CH:20]=2)[S:16][C:17]=1[CH3:18] |f:2.3|. The reactants are COC=1C=C(C=O)C=CC1OCC=1N=C(SC1C)C1=CC=CC=C1 (3-methoxy-4-[(5-methyl-2-phenyl-1,3-thiazol-4-yl)methoxy]benzaldehyde), O (water), C(C)O (ethanol), [BH4-].[Na+] (sodium borohydride). Product: COC=1C=C(C=CC1OCC=1N=C(SC1C)C1=CC=CC=C1)CO ({3-methoxy-4-[(5-methyl-2-phenyl-1,3-thiazol-4-yl)methoxy]phenyl}methanol). Yield: 90.8%. Reactants: [I-].[Na+] (Sodium iodide), CC1=CC=C(C=C1)S(=O)(=O)OCCCC1=CNC2=CC=CC=C12 (3-(1H-indol-3-yl)propyl 4-methylbenzenesulfonate). The solvent is CC(=O)C (acetone). The product is ICCCC1=CNC2=CC=CC=C12 (3-(3-iodopropyl)-1H-indole). The yield is 100.3%. RXN SMILES: [I-:1].[Na+].CC1C=CC(S(O[CH2:14][CH2:15][CH2:16][C:17]2[C:25]3[C:20](=[CH:21][CH:22]=[CH:23][CH:24]=3)[NH:19][CH:18]=2)(=O)=O)=CC=1>CC(C)=O>[I:1][CH2:14][CH2:15][CH2:16][C:17]1[C:25]2[C:20](=[CH:21][CH:22]=[CH:23][CH:24]=2)[NH:19][CH:18]=1 |f:0.1|. Procedure details: Sodium iodide (827 mg, 5.52 mmol, 2 equiv) was added to a solution of 3-(1H-indol-3-yl)propyl 4-methylbenzenesulfonate (909 mg, 2.76 mmol, 1 equiv) in acetone, and the mixture was refluxed for 16 h. Upon cooling the reaction, it was evaporated under reduced pressure and the residue was taken into dichloromethane. The organic layer was washed with water, dried over MgSO4, filtered and concentrated in vacuo. The crude mixture was purified using the Biotage flash chromatography system (SNAP 50 g ca... Reactants: Br.C(#N)C(C1=C(C(=CC(=C1)Cl)Cl)Cl)NCC(=N)N (2-{[Cyano-(2,3,5-trichlorophenyl)-methyl]-amino}-acetamidine hydrobromide), O.[OH-].[Li+] (Lithium hydroxide monohydrate), resultant mixture. Run in CO (methanol). Run at temperature -10 celsius. The product is NC1=NC(=CN=C1C1=C(C(=CC(=C1)Cl)Cl)Cl)N (2,6-Diamino-3-(2,3,5-trichlorophenyl) pyrazine). As a reaction SMILES: O.[OH-].[Li+].Br.[C:5]([CH:7]([NH:17][CH2:18][C:19]([NH2:21])=[NH:20])[C:8]1[CH:13]=[C:12]([Cl:14])[CH:11]=[C:10]([Cl:15])[C:9]=1[Cl:16])#[N:6]>CO>[NH2:6][C:5]1[C:7]([C:8]2[CH:13]=[C:12]([Cl:14])[CH:11]=[C:10]([Cl:15])[C:9]=2[Cl:16])=[N:17][CH:18]=[C:19]([NH2:21])[N:20]=1 |f:0.1.2,3.4|. Procedure details: Lithium hydroxide monohydrate (2.9 kg) was stirred in methanol (269 kg) for 60 minutes at 20° C. and then cooled to −10C. 2-{[Cyano-(2,3,5-trichlorophenyl)-methyl]-amino}-acetamidine hydrobromide was added in one portion and the resultant mixture stirred vigorously with cooling at −10° C. Compressed air was gassed over the surface of the reaction for at least 6 hours. The mixture was warmed to 25° C. and concentrated to 3 volumes under vacuum. Water (289 kg) was added over at least 1 hour with s... Reactants: N1C(=NC=C1)C(=O)OC(CC)N1N=C(C(=N1)C(=O)OCC)C(C1=C(C=C(C(=C1)OC)OC)[N+](=O)[O-])=O (ethyl 2(1-(imidazolylcarbonyloxy)propyl)-5-(4,5-dimethoxy-2-nitrobenzoyl)-2H-1,2,3-triazole-4-carboxylate), C1(=CC=CC=C1)C (toluene), CCC(CC)O (3-Pentanol). The product is COC1=CC(=C(C(=O)C=2C(=NN(N2)C(CC)OC(=O)OC(CC)CC)C(=O)OCC)C=C1OC)[N+](=O)[O-] (ethyl 5-(4,5-dimethoxy-2-nitrobenzoyl)-2-(1-(3-pentyloxycarbonyloxy) propyl)-2H-1,2,3-triazole-4-carboxylate). As a reaction SMILES: N1C=CN=C1[C:6]([O:8][CH:9]([N:12]1[N:16]=[C:15]([C:17]([O:19][CH2:20][CH3:21])=[O:18])[C:14]([C:22](=[O:36])[C:23]2[CH:28]=[C:27]([O:29][CH3:30])[C:26]([O:31][CH3:32])=[CH:25][C:24]=2[N+:33]([O-:35])=[O:34])=[N:13]1)[CH2:10][CH3:11])=[O:7].CCC([OH:42])CC.[C:43]1(C)[CH:48]=[CH:47]C=[CH:45][CH:44]=1>>[CH3:32][O:31][C:26]1[C:27]([O:29][CH3:30])=[CH:28][C:23]([C:22]([C:14]2[C:15]([C:17]([O:19][CH2:20][CH3:21])=[O:18])=[N:16][N:12]([CH:9]([O:8][C:6]([O:7][CH:43]([CH2:48][CH3:47])[CH2:44][CH3:45])=[O:42])[CH2:10][CH3:11])[N:13]=2)=[O:36])=[C:24]([N+:33]([O-:35])=[O:34])[CH:25]=1. Procedure: Ethyl 2-(l-(imidazolylcarbonyloxy)propyl)-5-(4,5-dimethoxy-2-nitrobenzoyl)-2H-1,2,3-triazole-4-carboxylate (377 mg) prepared in step (19a) was dissolved in toluene (12 ml). 3-Pentanol (1.6 ml) was added to the solution. The mixture was heated under reflux for 20 hr. The mixture was post-treated by a conventional method and subjected to separation and purification to give ethyl 5-(4,5-dimethoxy-2-nitrobenzoyl)-2-(1-(3-pentyloxycarbonyloxy) propyl)-2H-1,2,3-triazole-4-carboxylate (280 mg) as a lig... Starting materials: CN(C)C=O, [Cl-], ClCCCl, Cl, O=C(O)c1ccc(OCCN2CCCCC2)cc1, O=S(Cl)Cl. Yields the product Cl, O=C(Cl)c1ccc(OCCN2CCCCC2)cc1. RXN SMILES: [CH3:29][N:30]([CH3:31])[CH:32]=[O:33].[Cl-:1].[Cl:25][CH2:26][CH2:27][Cl:28].[ClH:20].[N:2]1([CH2:8][CH2:9][O:10][c:11]2[cH:12][cH:13][c:14]([C:15](=[O:16])[OH:17])[cH:18][cH:19]2)[CH2:3][CH2:4][CH2:5][CH2:6][CH2:7]1.[S:21]([Cl:22])([Cl:23])=[O:24]>>[ClH:1].[N:2]1([CH2:8][CH2:9][O:10][c:11]2[cH:12][cH:13][c:14]([C:15](=[O:16])[Cl:23])[cH:18][cH:19]2)[CH2:3][CH2:4][CH2:5][CH2:6][CH2:7]1. Reactants: ClCC(=O)N1C2=C(NC(C3=C1C=CC=C3)=O)C=CC=N2 (11-(chloroacetyl)-5,11-dihydro-6H-pyrido[2,3-b][1,4]benzodiazepin-6-one), O[C@@H]1CC[C@H](CC1)N(C)CC1NCCCC1 (trans-2-[[(4-hydroxycyclohexyl)(methyl)-amino]methyl]piperidine). Solvent: C(C)#N (acetonitrile). Product: O[C@@H]1CC[C@H](CC1)N(C)CC1N(CCCC1)CC(=O)N1C2=C(NC(C3=C1C=CC=C3)=O)C=CC=N2 (trans-5,11-Dihydro-11-[[2-[[(4-hydroxycyclohexyl)-(methyl)-amino]methyl]-1-piperidinyl]acetyl]-6H-pyrido[2,3-b][1,4]-benzodiazepin-6-one). Reaction SMILES: Cl[CH2:2][C:3]([N:5]1[C:11]2[CH:12]=[CH:13][CH:14]=[CH:15][C:10]=2[C:9](=[O:16])[NH:8][C:7]2[CH:17]=[CH:18][CH:19]=[N:20][C:6]1=2)=[O:4].[OH:21][C@H:22]1[CH2:27][CH2:26][C@H:25]([N:28]([CH2:30][CH:31]2[CH2:36][CH2:35][CH2:34][CH2:33][NH:32]2)[CH3:29])[CH2:24][CH2:23]1>C(#N)C>[OH:21][C@H:22]1[CH2:23][CH2:24][C@H:25]([N:28]([CH2:30][CH:31]2[CH2:36][CH2:35][CH2:34][CH2:33][N:32]2[CH2:2][C:3]([N:5]2[C:11]3[CH:12]=[CH:13][CH:14]=[CH:15][C:10]=3[C:9](=[O:16])[NH:8][C:7]3[CH:17]=[CH:18][CH:19]=[N:20][C:6]2=3)=[O:4])[CH3:29])[CH2:26][CH2:27]1. Procedure: The title compound is prepared analogously to Example 2 from 11-(chloroacetyl)-5,11-dihydro-6H-pyrido[2,3-b][1,4]benzodiazepin-6-one and trans-2-[[(4-hydroxycyclohexyl)(methyl)-amino]methyl]piperidine to give colorless crystals, mp. 183°-184.5° C. (acetonitrile). The reactants are N1C(N)=NC=2N=CNC2C1=O (guanine), NC1=NC(=C(C(=N1)N)NC=O)O (2,4-diamino-5-formylamino-6-hydroxypyrimidine). Solvent: C(=O)O (formic acid). The product is NC1=NC(=C(C(=N1)N)NC=O)O (DAFHP), C(=O)N (formamide). RXN SMILES: [NH:1]1[C:10](=[O:11])C2NC=NC=2N=C1N.[NH2:12][C:13]1[N:18]=[C:17]([NH2:19])[C:16]([NH:20][CH:21]=[O:22])=[C:15]([OH:23])[N:14]=1>C(O)=O>[NH2:12][C:13]1[N:18]=[C:17]([NH2:19])[C:16]([NH:20][CH:21]=[O:22])=[C:15]([OH:23])[N:14]=1.[CH:10]([NH2:1])=[O:11]. Procedure: The objects of the invention, and others, may be accomplished with a process for the preparation of guanine starting from 2,4-diamino-5-formylamino-6-hydroxypyrimidine (DAFHP), which comprises reacting isolated DAFHP in the absence of formamide in formic acid, with or without addition of water under reflux conditions, to produce guanine.